This data is from the Open Reaction Database (ORD), a public repository of structured organic reaction records. The task is: describe an organic reaction: reactants, conditions, products, and yield The reactants are FC1=C(C=CC(=C1)I)NC1=C(C(N(C(N1C)=O)C)=O)C(=O)OC1=CC=CC=C1 (Phenyl 6-(2-fluoro-4-iodophenylamino)-1,3-dimethyl-2,4-dioxo-1,2,3,4-tetrahydropyrimidine-5-carboxylate), ClC(C(=O)OC)=O (methyl 2-chloro-2-oxoacetate). Product: FC1=C(C=CC(=C1)I)NC1=C(C(N(C(N1C)=O)C)=O)C(C(=O)O)=O (2-(6-(2-Fluoro-4-iodophenylamino)-1,3-dimethyl-2,4-dioxo-1,2,3,4-tetrahydropyrimidin-5-yl)-2-oxoacetic acid). RXN SMILES: [F:1][C:2]1[CH:7]=[C:6]([I:8])[CH:5]=[CH:4][C:3]=1[NH:9][C:10]1[N:15]([CH3:16])[C:14](=[O:17])[N:13]([CH3:18])[C:12](=[O:19])[C:11]=1[C:20](OC1C=CC=CC=1)=[O:21].ClC(=O)[C:31]([O:33]C)=[O:32]>>[F:1][C:2]1[CH:7]=[C:6]([I:8])[CH:5]=[CH:4][C:3]=1[NH:9][C:10]1[N:15]([CH3:16])[C:14](=[O:17])[N:13]([CH3:18])[C:12](=[O:19])[C:11]=1[C:20](=[O:21])[C:31]([OH:33])=[O:32]. Reported procedure: The title compound was synthesized following a similar procedure described in the synthesis of compound 2A from reaction of Example 1 with methyl 2-chloro-2-oxoacetate (hydrolysis of the crude upon column chromatography afforded Example 31). 1H NMR (400 MHz, DMSO-d6) δ ppm 2.95 (s, 3H) 3.17 (s, 3H) 7.28 (s, 1H) 7.61 (m, 1H) 7.84 (m, 1H) [M+H] calc'd for C14H11FIN3O5, 448; found, 448.